From a dataset of the Open Reaction Database (ORD), a public repository of structured organic reaction records. describe an organic reaction: reactants, conditions, products, and yield The reactants are COC(=O)C=1SC=CC1S(=O)(=O)Cl (2-(methoxycarbonyl)thiophene-3-sulphonyl chloride), Cl.NC1=CC=C(C=C1)N1CCC(CC1)=O (1-(4-Amino-phenyl)-piperidine-4-one hydrochloride). Product: COC(=O)C=1SC=CC1S(NC1=CC=C(C=C1)N1CCC(CC1)=O)(=O)=O (3-[4-(4-Oxo-piperidine-1-yl)-phenylsulfamoyl]-thiophene-2-carboxylic acid methyl ester). As a reaction SMILES: [CH3:1][O:2][C:3]([C:5]1[S:6][CH:7]=[CH:8][C:9]=1[S:10](Cl)(=[O:12])=[O:11])=[O:4].Cl.[NH2:15][C:16]1[CH:21]=[CH:20][C:19]([N:22]2[CH2:27][CH2:26][C:25](=[O:28])[CH2:24][CH2:23]2)=[CH:18][CH:17]=1>>[CH3:1][O:2][C:3]([C:5]1[S:6][CH:7]=[CH:8][C:9]=1[S:10](=[O:12])(=[O:11])[NH:15][C:16]1[CH:21]=[CH:20][C:19]([N:22]2[CH2:23][CH2:24][C:25](=[O:28])[CH2:26][CH2:27]2)=[CH:18][CH:17]=1)=[O:4] |f:1.2|. Reported procedure: The title compound was prepared from 2-(methoxycarbonyl)thiophene-3-sulphonyl chloride and 1-(4-amino-phenyl)-piperidine-4-one hydrochloride (which was obtained in Example 224) according to the procedure B of Example 225 as a white solid; 1H NMR (300 MHz, DMSO-d6) δ 2.37 (t, J=6.0 Hz, 4H), 3.50 (t, J=6.0 Hz, 4H), 3.89 (s, 3H), 6.90 (d, J=9.1 Hz, 2H), 6.96 (d, J=9.1 Hz, 2H), 7.33 (d, J=6.9 Hz, 1H), 7.90 (d, J=6.9 Hz, 1H), 9.50 (s, 1H); MS (ES) m/z: 395.0 (MH+); HRMS Calcd. for C17H19N2O5S2 (MH+):...